describe an organic reaction: reactants, conditions, products, and yield From a dataset of the Open Reaction Database (ORD), a public repository of structured organic reaction records. Starting materials: COC=1CC(C(N1)CC=C)C (3,4-dihydro-5-methoxy-3-methyl-2-(2-propenyl)-2H-pyrrole), [Cl-].[NH4+] (ammonium chloride), title material. Run in CO (MeOH). Product: Cl.CC1CC(NC1CC=C)=N (4-methyl-5-(2-propenyl)pyrrolidin-2-imine, monohydrochloride). RXN SMILES: CO[C:3]1[CH2:4][CH:5]([CH3:11])[CH:6]([CH2:8][CH:9]=[CH2:10])[N:7]=1.[Cl-:12].[NH4+:13]>CO>[ClH:12].[CH3:11][CH:5]1[CH:6]([CH2:8][CH:9]=[CH2:10])[NH:7][C:3](=[NH:13])[CH2:4]1 |f:1.2,4.5|. Procedure: The product of EXAMPLE 266 in MeOH is reacted with ammonium chloride by the method of EXAMPLE 27 to generate the title material.